The task is: describe an organic reaction: reactants, conditions, products, and yield. This data is from the Open Reaction Database (ORD), a public repository of structured organic reaction records. The reactants are FC1=CC=C(C=C1)C1=NCCN=C1C1=CC=NC=C1 (2,3-dihydro-5(4-Fluorophenyl)-6-(pyridin-4-yl)pyrazine), ferric chloride. The solvent is C(C)O (ethanol). Run at temperature 50 celsius, time 12 hour. Product: FC1=CC=C(C=C1)C1=NC=CN=C1C1=CC=NC=C1 (2-(4-Fluorophenyl)-3-(pyridin-4-yl)pyrazine). RXN SMILES: [F:1][C:2]1[CH:7]=[CH:6][C:5]([C:8]2[C:13]([C:14]3[CH:19]=[CH:18][N:17]=[CH:16][CH:15]=3)=[N:12][CH2:11][CH2:10][N:9]=2)=[CH:4][CH:3]=1>C(O)C>[F:1][C:2]1[CH:3]=[CH:4][C:5]([C:8]2[C:13]([C:14]3[CH:19]=[CH:18][N:17]=[CH:16][CH:15]=3)=[N:12][CH:11]=[CH:10][N:9]=2)=[CH:6][CH:7]=1. Reported procedure: The product of example 1 a above (0.1 g, 0.4 mmol) was treated with a solution of ferric chloride (0.13 g, 0.8 mmol) in ethanol (1 mL) and stirred at 50° C. for 12 h. The solvent was removed in vacuo and the residue partitioned between ethyl acetate and water. The organic phase dried over anhydrous Na2SO4, filtered, and evaporated to give the crude product which was chromatographed on silica gel eluted with 1-3% methanol in methylene chloride. Recrystallization from methylene chloride hexane gav... Starting materials: C(C)(=O)OCC.Cl (hydrogen chloride-ethyl acetate), C(#N)C1=C(SC2=C1C[C@H]1C[C@H](CN([C@@H]1C2)C)C(=O)N(CCC)C(NCCN(C)C)=O)N(C(OC(C)(C)C)=O)C (tert-butyl N-[(4aR*,6R*,8aR*)-3-cyano-6-[({[2-(dimethylamino)ethyl]carbamoyl}(propyl)amino)carbonyl]-8-methyl-4H,4aH,5H,6H,7H,8H,8aH,9H-thieno[3,2-g]quinolin-2-yl]-N-methylcarbamate), C(C)(=O)OCC.Cl (hydrogen chloride-ethyl acetate). Run in C(C)(=O)OCC (ethyl acetate). The product is Cl.Cl.C(#N)C1=C(SC2=C1C[C@H]1C[C@H](CN([C@@H]1C2)C)C(=O)N(C(=O)NCCN(C)C)CCC)NC (1-{[(4aR*,6R*,8aR*)-3-Cyano-8-methyl-2-(methylamino)-4H,4aH,5H,6H,7H,8H,8aH,9H-thieno[3,2-g]quinolin-6-yl]carbonyl}-3-[2-(dimethylamino)ethyl]-1-propylurea di hydrochloride salt). Reaction SMILES: [C:1]([C:3]1[C:7]2[CH2:8][C@@H:9]3[C@@H:14]([CH2:15][C:6]=2[S:5][C:4]=1[N:31](C)[C:32](=O)OC(C)(C)C)[N:13]([CH3:16])[CH2:12][C@H:11]([C:17]([N:19]([C:23](=[O:30])[NH:24][CH2:25][CH2:26][N:27]([CH3:29])[CH3:28])[CH2:20][CH2:21][CH3:22])=[O:18])[CH2:10]3)#[N:2].C(OCC)(=O)C.[ClH:46]>C(OCC)(=O)C>[ClH:46].[ClH:46].[C:1]([C:3]1[C:7]2[CH2:8][C@@H:9]3[C@@H:14]([CH2:15][C:6]=2[S:5][C:4]=1[NH:31][CH3:32])[N:13]([CH3:16])[CH2:12][C@H:11]([C:17]([N:19]([CH2:20][CH2:21][CH3:22])[C:23]([NH:24][CH2:25][CH2:26][N:27]([CH3:28])[CH3:29])=[O:30])=[O:18])[CH2:10]3)#[N:2] |f:1.2,4.5.6|. Reported procedure: To a mixture of tert-butyl N-[(4aR*,6R*,8aR*)-3-cyano-6-[({[2-(dimethylamino)ethyl]carbamoyl}(propyl)amino)carbonyl]-8-methyl-4H,4aH,5H,6H,7H,8H,8aH,9H-thieno[3,2-g]quinolin-2-yl]-N-methylcarbamate (160 mg) and ethyl acetate (10 mL) was added a 4 mol/L hydrogen chloride-ethyl acetate solution (5 mL) while stirring at room temperature, and the mixture was stirred at the same temperature for 11 hours. To the reaction mixture was added a 4 mol/L hydrogen chloride-ethyl acetate solution (5 mL) while... The reactants are C=1C=CC2=C(C1)N=NN2O (HOBt), CCN=C=NCCCN(C)C.Cl (EDCI hydrochloride), CN1C(N(C(C=2C1=CSC2C)=O)C)=O (1,3,5-trimethylthieno[3,4-d]pyrimidine-2,4(1H,3H)-dione), ClC1=CC=C(C=C1)C1=NOC(=C1)N (3-(4-chlorophenyl)isoxazol-5-amine). Reagents/catalysts: CN(C)C=1C=CN=CC1 (DMAP). Solvent: ClCCCl (1,2 dichloroethane). The product is ClC1=CC=C(C=C1)C1=NOC(=C1)NC(CC1=CSC=2N(C(N(C(C21)=O)C)=O)C)=O (N-[3-(4-Chlorophenyl)isoxazol-5-yl]-2-(1,3-dimethyl-2,4-dioxo-1,2,3,4-tetrahydrothieno[2,3-d]pyrimidin-5-yl)acetamide), product. As a reaction SMILES: [CH3:1][N:2]1[C:7]2=[CH:8][S:9][C:10](C)=[C:6]2[C:5](=[O:12])[N:4]([CH3:13])[C:3]1=[O:14].[Cl:15][C:16]1[CH:21]=[CH:20][C:19]([C:22]2[CH:26]=[C:25]([NH2:27])[O:24][N:23]=2)=[CH:18][CH:17]=1.CCN=C=NC[CH2:34][CH2:35]N(C)C.Cl.C1C=CC2N([OH:49])N=NC=2C=1>CN(C1C=CN=CC=1)C.ClCCCl>[Cl:15][C:16]1[CH:17]=[CH:18][C:19]([C:22]2[CH:26]=[C:25]([NH:27][C:34](=[O:49])[CH2:35][C:7]3[C:6]4[C:5](=[O:12])[N:4]([CH3:13])[C:3](=[O:14])[N:2]([CH3:1])[C:10]=4[S:9][CH:8]=3)[O:24][N:23]=2)=[CH:20][CH:21]=1 |f:2.3|. Reported procedure: The title compound was prepared according to the general procedure (Method A) by coupling Intermediate 1 (100 mg, 0.393 mmol) with 3-(4-chlorophenyl)isoxazol-5-amine (76 mg, 0.393 mmol) in the presence of EDCI hydrochloride (90 mg, 0.472 mmol), HOBt (16 mg, 0.118 mmol) and DMAP (5 mg, 0.039 mmol) in 1,2 dichloroethane (4 ml) to give 50 mg of the product as an off-white solid; 1H NMR (300 MHz, DMSO-d6) δ 3.20 (s, 3H), 3.47 (s, 3H), 4.01 (s, 2H), 6.67 (s, 1H), 7.07 (s, 1H), 7.55 (d, J=8.4 Hz, 2H),... The reactants are CC(C)(C)OC(=O)N1CCN(C(=O)C2CCCCC2)CC1, Cl. Reaction SMILES: [CH:1]1([C:7](=[O:8])[N:9]2[CH2:10][CH2:11][N:12]([C:15]([O:16][C:17]([CH3:18])([CH3:19])[CH3:20])=[O:21])[CH2:13][CH2:14]2)[CH2:2][CH2:3][CH2:4][CH2:5][CH2:6]1.[ClH:22]>>[CH:1]1([C:7](=[O:8])[N:9]2[CH2:10][CH2:11][NH:12][CH2:13][CH2:14]2)[CH2:2][CH2:3][CH2:4][CH2:5][CH2:6]1.[ClH:22]. The product is O=C(C1CCCCC1)N1CCNCC1, Cl. Run at time 2 day. As a reaction SMILES: [Cl:1][C:2]1[C:11]2[C:6](=[C:7]([CH2:22][CH2:23][CH3:24])[C:8]3[O:15][C:14]([C:16]([O:18][CH2:19][CH3:20])=[O:17])=[CH:13][C:12](=S)[C:9]=3[CH:10]=2)[N:5]=[C:4]([C:25]([O:27][CH3:28])=[O:26])[CH:3]=1.[OH2:29].CI>CC(C)=O>[Cl:1][C:2]1[C:11]2[C:6](=[C:7]([CH2:22][CH2:23][CH3:24])[C:8]3[O:15][C:14]([C:16]([O:18][CH2:19][CH3:20])=[O:17])=[CH:13][C:12](=[O:29])[C:9]=3[CH:10]=2)[N:5]=[C:4]([C:25]([O:27][CH3:28])=[O:26])[CH:3]=1. Procedure details: Ethyl 6-chloro-8-methoxycarbonyl-10-propyl-4-thioxo-4H-pyrano[3,2-g]quinoline-2-carboxylate (0.030 g) in acetone (10 ml) containing water (0.2 ml) and methyliodide (0.1 ml) was stirred in the dark at room temperature for 2 days. Concentration of the reaction mixture gave a light buff solid, which was recrystallised from ethanol to give the title compound (0.015 g), mp 176°-179°. Run in CC(=O)C (acetone). Reactants: ClC1=CC(=NC2=C(C3=C(C=C12)C(C=C(O3)C(=O)OCC)=S)CCC)C(=O)OC (Ethyl 6-chloro-8-methoxycarbonyl-10-propyl-4-thioxo-4H-pyrano[3,2-g]quinoline-2-carboxylate), O (water), CI (methyliodide). The product is ClC1=CC(=NC2=C(C3=C(C=C12)C(C=C(O3)C(=O)OCC)=O)CCC)C(=O)OC (Ethyl 6-chloro-8-methoxycarbonyl-4-oxo-10-propyl-4H-pyrano[3,2-g]quinoline-2-carboxylate). Starting materials: N(C(C)C)C(C)C (i-Pr2NH), [Li]CCCC (n-BuLi), ClC1=CC=C(C(=N1)F)OCOC (6-chloro-2-fluoro-3-(methoxymethoxy)pyridine), BrC=1C=CC(=C(C=O)C1)F (5-bromo-2-fluorobenzaldehyde). The solvent is C1CCOC1 (THF), C1CCOC1 (THF), C1CCOC1 (THF). Reaction conditions: temperature 0 celsius, time 10 minute. Yields the product BrC=1C=CC(=C(C1)C(O)C1=C(C(=NC(=C1)Cl)F)OCOC)F ((5-bromo-2-fluorophenyl)(6-chloro-2-fluoro-3-(methoxymethoxy)pyridin-4-yl)methanol). Isolated yield 76.8%. Reaction SMILES: N(C(C)C)C(C)C.[Li]CCCC.[Cl:13][C:14]1[N:19]=[C:18]([F:20])[C:17]([O:21][CH2:22][O:23][CH3:24])=[CH:16][CH:15]=1.[Br:25][C:26]1[CH:27]=[CH:28][C:29]([F:34])=[C:30]([CH:33]=1)[CH:31]=[O:32]>C1COCC1>[Br:25][C:26]1[CH:27]=[CH:28][C:29]([F:34])=[C:30]([CH:31]([C:16]2[CH:15]=[C:14]([Cl:13])[N:19]=[C:18]([F:20])[C:17]=2[O:21][CH2:22][O:23][CH3:24])[OH:32])[CH:33]=1. Procedure: A solution of i-Pr2NH (1100 mL, 7.72 mol) in anhydrous THF (3.5 L) was cooled to −10° C. n-BuLi (2.5 M in hexanes, 3087 mL, 7.72 mol) was added drop wise and the solution was stirred for 10 min at 0° C. The reaction mixture was cooled to −78° C. and a solution of 6-chloro-2-fluoro-3-(methoxymethoxy)pyridine (1344 g, 7.02 mol) in anhydrous THF (2 L) was added slowly, keeping the internal temperature below −60° C. The resulting solution was stirred at −75° C. for 1 hr. A solution of 5-bromo-2-fluo... Starting materials: CS(C)=O, CC(C)(C)OC(=O)N(Cc1ccc(-n2c(N)c(C(=O)c3ccc(F)cc3F)ccc2=O)cc1)C(Cc1ccccc1)C(=O)OC1CCCC1. The product is Nc1c(C(=O)c2ccc(F)cc2F)ccc(=O)n1-c1ccc(CNC(Cc2ccccc2)C(=O)OC2CCCC2)cc1. Reaction SMILES: [CH3:50][S:51]([CH3:52])=[O:53].[CH:1]1([O:6][C:7]([CH:8]([CH2:9][c:10]2[cH:11][cH:12][cH:13][cH:14][cH:15]2)[N:16]([C:17]([O:18][C:19]([CH3:20])([CH3:21])[CH3:22])=[O:23])[CH2:24][c:25]2[cH:26][cH:27][c:28](-[n:31]3[c:32](=[O:48])[cH:33][cH:34][c:35]([C:38]([c:39]4[c:40]([F:46])[cH:41][c:42]([F:45])[cH:43][cH:44]4)=[O:47])[c:36]3[NH2:37])[cH:29][cH:30]2)=[O:49])[CH2:2][CH2:3][CH2:4][CH2:5]1>>[CH:1]1([O:6][C:7]([CH:8]([CH2:9][c:10]2[cH:11][cH:12][cH:13][cH:14][cH:15]2)[NH:16][CH2:24][c:25]2[cH:26][cH:27][c:28](-[n:31]3[c:32](=[O:48])[cH:33][cH:34][c:35]([C:38]([c:39]4[c:40]([F:46])[cH:41][c:42]([F:45])[cH:43][cH:44]4)=[O:47])[c:36]3[NH2:37])[cH:29][cH:30]2)=[O:49])[CH2:2][CH2:3][CH2:4][CH2:5]1. Reactants: BrCCCCCCCCC(=O)OCC=C (allyl 9-bromopelargonate), C(CC)C1CCC(CC1)C(CC1=CC=C(C=C1)C1=CC=C(C=C1)CCCCC)O (1-(4-propylcyclohexyl)-2-(4'-pentylbiphenyl-4-yl)-ethanol), [H-].[Na+] (sodium hydride), [H][H] (hydrogen). Solvent: C1(=CC=CC=C1)C (toluene). Conditions: time 3 hour. Product: C(CC)C1CCC(CC1)C(CC1=CC=C(C=C1)C1=CC=C(C=C1)CCCCC)OCCCCCCCCC(=O)OCC=C (allyl 9-(1-(4-propylcyclohexyl)-2-(4'-pentylbiphenyl-4-yl)-ethoxy)-pelargonate). Reaction SMILES: [CH2:1]([CH:4]1[CH2:9][CH2:8][CH:7]([CH:10]([OH:29])[CH2:11][C:12]2[CH:17]=[CH:16][C:15]([C:18]3[CH:23]=[CH:22][C:21]([CH2:24][CH2:25][CH2:26][CH2:27][CH3:28])=[CH:20][CH:19]=3)=[CH:14][CH:13]=2)[CH2:6][CH2:5]1)[CH2:2][CH3:3].[H-].[Na+].[H][H].Br[CH2:35][CH2:36][CH2:37][CH2:38][CH2:39][CH2:40][CH2:41][CH2:42][C:43]([O:45][CH2:46][CH:47]=[CH2:48])=[O:44]>C1(C)C=CC=CC=1>[CH2:1]([CH:4]1[CH2:9][CH2:8][CH:7]([CH:10]([O:29][CH2:35][CH2:36][CH2:37][CH2:38][CH2:39][CH2:40][CH2:41][CH2:42][C:43]([O:45][CH2:46][CH:47]=[CH2:48])=[O:44])[CH2:11][C:12]2[CH:13]=[CH:14][C:15]([C:18]3[CH:23]=[CH:22][C:21]([CH2:24][CH2:25][CH2:26][CH2:27][CH3:28])=[CH:20][CH:19]=3)=[CH:16][CH:17]=2)[CH2:6][CH2:5]1)[CH2:2][CH3:3] |f:1.2|. Procedure: 0.1 mol of 1-(4-propylcyclohexyl)-2-(4'-pentylbiphenyl-4-yl)-ethanol is stirred with 0.1 mol of sodium hydride in 350 ml of toluene at room temperature until evolution of hydrogen is complete. 0.1 mol of allyl 9-bromopelargonate (obtained from allyl bromide and 9-bromopelargonic acid in dimethylformamide using potassium carbonate) is then added, and the mixture is kept at 60° C. for 3 hours. After cooling, the mixture is washed with water and dried over sodium sulfate, and the solvent is removed... Reactants: OCC(CS)(C(C)(C)C)CO (2,2-di-hydroxymethyl-3,3-dimethyl-butan-1-thiol), trimethyl orthocyclohexylcarboxylate, trimethyl ortho-cycloheptylcarboxylate, COC(C1=CC=C(C=C1)Br)(OC)OC (trimethyl 4-bromo-orthobenzoate), trimethyl 4-chloro-orthobenzoate. Product: BrC1=CC=C(C=C1)C12OCC(CO1)(CS2)C(C)(C)C (1-(4-Bromophenyl)-4-t-butyl-2,6-dioxa-7-thiabicyclo[2,2,2]octane). Reaction SMILES: [OH:1][CH2:2][C:3]([CH2:10][OH:11])([C:6]([CH3:9])([CH3:8])[CH3:7])[CH2:4][SH:5].CO[C:14](OC)(OC)[C:15]1[CH:20]=[CH:19][C:18]([Br:21])=[CH:17][CH:16]=1>>[Br:21][C:18]1[CH:19]=[CH:20][C:15]([C:14]23[S:5][CH2:4][C:3]([C:6]([CH3:7])([CH3:8])[CH3:9])([CH2:10][O:11]2)[CH2:2][O:1]3)=[CH:16][CH:17]=1. Procedure details: From 2,2-di-hydroxymethyl-3,3-dimethyl-butan-1-thiol and trimethyl 4-bromo-orthobenzoate, trimethyl 4-chloro-orthobenzoate, trimethyl orthocyclohexylcarboxylate and trimethyl ortho-cycloheptylcarboxylate in the manner described previously, the following compounds were prepared: